This data is from the Open Reaction Database (ORD), a public repository of structured organic reaction records. The task is: describe an organic reaction: reactants, conditions, products, and yield Reactants: COC(N[C@H](C(=O)N1CC2(OCCO2)C[C@H]1C=1NC(=CN1)C1=CC=C(C=C1)C1=CC2=CC=C(C=C2C=C1)C1=CN=C(N1)[C@H]1N(CCC1)C([C@@H](C1=CC=CC=C1)NC(=O)OC)=O)C(C)C)=O ((S)-1-((S)-8-(5-(4-(6-(2-((S)-1-((R)-2-(methoxycarbonylamino)-2-phenylacetyl)pyrrolidin-2-yl)-1H-imidazol-5-yl)naphthalen-2-yl)phenyl)-1H-imidazol-2-yl)-1,4-dioxa-7-azaspiro[4.4]nonan-7-yl)-3-methyl-1-oxobutan-2-ylcarbamic acid methyl ester), COC(=O)N[C@@H](C(=O)O)C1=CC=CC=C1.Cl.Cl.Cl.CC([C@@H](C(N1CC2(OCCO2)C[C@H]1C=1NC(=CN1)C1=CC=C(C=C1)C1=CC2=CC=C(C=C2C=C1)C1=CN=C(N1)[C@H]1NCCC1)=O)NC(OC)=O)C (methyl (S)-3-methyl-1-oxo-1-((S)-8-(5-(4-(6-(2-((S)-pyrrolidin-2-yl)-1H-imidazol-5-yl)naphthalen-2-yl)phenyl)-1H-imidazol-2-yl)-1,4-dioxa-7-azaspiro[4.4]nonan-7-yl)butan-2-ylcarbamate 3HCl salt (R)-2-(methoxycarbonylamino)-2-phenylacetic acid), Cl.Cl.Cl.CC([C@@H](C(N1[C@@H](CCC1)C=1NC(=CN1)C1=CC2=CC=C(C=C2C=C1)C1=CC=C(C=C1)C1=CN=C(N1)[C@H]1NCCC1)=O)NC(OC)=O)C (methyl (S)-3-methyl-1-oxo-1-((S)-2-(5-(6-(4-(2-((S)-pyrrolidin-2-yl)-1H-imidazol-5-yl)phenyl)naphthalen-2-yl)-1H-imidazol-2-yl)pyrrolidin-1-yl)butan-2-ylcarbamate 3HCl salt), C(C1=CC=CC=C1)OC(=O)N1[C@H](C2=CC=CC=C2CC1)C(=O)O ((R)-2-(benzyloxycarbonyl)-1,2,3,4-tetrahydroisoquinoline-1-carboxylic acid). Yields the product COC(=O)N[C@H](C(=O)N1[C@@H](CCC1)C=1NC(=CN1)C=1C=C2C=CC(=CC2=CC1)C1=CC=C(C=C1)C1=CN=C(N1)[C@H]1N(CCC1)C(=O)[C@@H]1N(CCC2=CC=CC=C12)C(=O)OCC1=CC=CC=C1)C(C)C ((R)-Benzyl 1-((S)-2-(5-(4-(6-(2-((S)-1-((S)-2-(methoxycarbonylamino)-3-methylbutanoyl)pyrrolidin-2-yl)-1H-imidazol-5-yl)naphthalen-2-yl)phenyl)-1H-imidazol-2-yl)pyrrolidine-1-carbonyl)-3,4-dihydroisoquinoline-2(1H)-carboxylate). Reaction SMILES: [CH3:1][O:2][C:3](=[O:65])[NH:4][C@@H:5]([CH:62]([CH3:64])[CH3:63])[C:6]([N:8]1[C@H:16]([C:17]2[NH:18][C:19]([C:22]3[CH:27]=[CH:26][C:25]([C:28]4C=C[C:35]5[C:30](=[CH:31][CH:32]=[C:33]([C:38]6[NH:42][C:41]([C@@H:43]7[CH2:47][CH2:46][CH2:45][N:44]7[C:48](=[O:61])[C@H:49]([NH:56][C:57]([O:59][CH3:60])=[O:58])[C:50]7[CH:55]=[CH:54][CH:53]=[CH:52][CH:51]=7)=[N:40][CH:39]=6)[CH:34]=5)[CH:29]=4)=[CH:24][CH:23]=3)=[CH:20][N:21]=2)[CH2:15][C:10]2(OCCO2)[CH2:9]1)=[O:7].Cl.Cl.Cl.CC(C)[C@H](NC(=O)OC)C(=O)N1CCC[C@H]1C1NC([C:83]2[CH:92]=[CH:91][C:90]3[C:85](=CC=C(C4C=CC(C5NC([C@@H]6CCCN6)=NC=5)=CC=4)C=3)[CH:84]=2)=CN=1.[CH2:116](OC(N1CCC2C(=CC=CC=2)[C@@H]1C(O)=O)=O)[C:117]1C=CC=CC=1.COC(N[C@H:144](C1C=CC=CC=1)[C:145](O)=O)=O.Cl.Cl.Cl.CC(C)[C@H](NC(=O)OC)C(=O)N1[C@H](C2NC(C3C=CC(C4C=CC5C(=CC=C(C6NC([C@@H]7CCCN7)=NC=6)C=5)C=4)=CC=3)=CN=2)CC2(OCCO2)C1>>[CH3:1][O:2][C:3]([NH:4][C@@H:5]([CH:62]([CH3:64])[CH3:63])[C:6]([N:8]1[CH2:9][CH2:10][CH2:15][C@H:16]1[C:17]1[NH:18][C:19]([C:22]2[CH:27]=[C:26]3[C:25](=[CH:24][CH:23]=2)[CH:28]=[C:29]([C:30]2[CH:31]=[CH:32][C:33]([C:38]4[NH:42][C:41]([C@@H:43]5[CH2:47][CH2:46][CH2:45][N:44]5[C:48]([C@H:49]5[C:50]6[C:51](=[CH:52][CH:53]=[CH:54][CH:55]=6)[CH2:145][CH2:144][N:56]5[C:57]([O:59][CH2:60][C:83]5[CH:92]=[CH:91][CH:90]=[CH:85][CH:84]=5)=[O:58])=[O:61])=[N:40][CH:39]=4)=[CH:34][CH:35]=2)[CH:117]=[CH:116]3)=[CH:20][N:21]=1)=[O:7])=[O:65] |f:1.2.3.4,6.7.8.9.10|. Reported procedure: The title compound was prepared according to the method employed to prepare (S)-1-((S)-8-(5-(4-(6-(2-((S)-1-((R)-2-(methoxycarbonylamino)-2-phenylacetyl)pyrrolidin-2-yl)-1H-imidazol-5-yl)naphthalen-2-yl)phenyl)-1H-imidazol-2-yl)-1,4-dioxa-7-azaspiro[4.4]nonan-7-yl)-3-methyl-1-oxobutan-2-ylcarbamic acid methyl ester, except that methyl (S)-3-methyl-1-oxo-1-((S)-2-(5-(6-(4-(2-((S)-pyrrolidin-2-yl)-1H-imidazol-5-yl)phenyl)naphthalen-2-yl)-1H-imidazol-2-yl)pyrrolidin-1-yl)butan-2-ylcarbamate 3HCl sa... The reactants are C(C)OC(=O)C1=CC=2C(=CN=C(C2)OCCOC)N1 (5-(2-Methoxy-ethoxy)-1H-pyrrolo[2,3-c]pyridine-2-carboxylic acid ethyl ester), example 10 ( iii ), [Li+].[OH-] (LiOH). Run in C1CCOC1 (THF), CO (MeOH). Reaction conditions: time 2 hour. Product: COCCOC=1C=C2C(=CN1)NC(=C2)C(=O)O (5-(2-Methoxy-ethoxy)-1H-pyrrolo[2,3-c]pyridine-2-carboxylic acid). Reaction SMILES: C([O:3][C:4]([C:6]1[NH:19][C:9]2=[CH:10][N:11]=[C:12]([O:14][CH2:15][CH2:16][O:17][CH3:18])[CH:13]=[C:8]2[CH:7]=1)=[O:5])C.[Li+].[OH-]>C1COCC1.CO>[CH3:18][O:17][CH2:16][CH2:15][O:14][C:12]1[CH:13]=[C:8]2[CH:7]=[C:6]([C:4]([OH:5])=[O:3])[NH:19][C:9]2=[CH:10][N:11]=1 |f:1.2|. Reported procedure: To a solution of 1 g (3.784 mmol) 5-(2-Methoxy-ethoxy)-1H-pyrrolo[2,3-c]pyridine-2-carboxylic acid ethyl ester (example 10 (iii)) in 50 mL THF and 25 mL MeOH 15.14 mL of a 1M LiOH solution were added. The mixture was stirred for 2 h at room temperature. The organic solvents were removed in vacuo, the solution acidified and concentrated in vacuo. The residue was purified by flash chromatography over silica gel using H2Cl2/MeOH/HOAc/H2O=90/10/1/1 as eluent. The product fractions were combined, con... The reactants are C(C1=CC=CC=C1)OC(=O)NC1CC(C1)=C (N-(Benzyloxycarbonyl)-3-methylenecyclobutanamine), CO (methanol). The solvent is C(Cl)Cl (methylene chloride). Run at temperature -78 celsius, time 0.5 hour. Yields the product C(C1=CC=CC=C1)OC(=O)NC1CC(C1)=O (N-(Benzyloxycarbonyl)-3-amino-1-cyclobutanone). The yield is 93.0%. Reaction SMILES: [CH2:1]([O:8][C:9]([NH:11][CH:12]1[CH2:15][C:14](=C)[CH2:13]1)=[O:10])[C:2]1[CH:7]=[CH:6][CH:5]=[CH:4][CH:3]=1.C[OH:18]>C(Cl)Cl>[CH2:1]([O:8][C:9]([NH:11][CH:12]1[CH2:15][C:14](=[O:18])[CH2:13]1)=[O:10])[C:2]1[CH:7]=[CH:6][CH:5]=[CH:4][CH:3]=1. Reported procedure: N-(Benzyloxycarbonyl)-3-methylenecyclobutanamine (4 g, 18.4 mmol) from Step A of Example 5, 34 mL of methanol and 136 mL of methylene chloride were mixed together and cooled to -78° C. under a nitrogen atmosphere. Ozone was bubbled through the mixture for approximately 20 minutes and then the reaction mixture was flushed with nitrogen for approximately 10 minutes. Dimethyl sulfide (17 mL) was added to the reaction mixture and the reaction mixture was then stirred for 0.5 h at -78° C. and 0.5 h a...